Dataset: the Open Reaction Database (ORD), a public repository of structured organic reaction records. Task: describe an organic reaction: reactants, conditions, products, and yield The reactants are COC=1C=C(C=CC1OC)CC(CCC(CCC1=CC=C(C=C1)Cl)=O)[N+](=O)[O-] (1-(3',4'-dimethoxyphenyl)-7-(4'-chlorophenyl)-2-nitro-5-heptanone), C1(=CC=C(C=C1)S(=O)(=O)O)C (p-toluenesulfonic acid), C(CO)O (ethylene glycol). Procedure details: Into 1 l. r.b. flask equipped with a Dean Stark trap was placed 65 g (0.16 mole) of 1-(3',4'-dimethoxyphenyl)-7-(4'-chlorophenyl)-2-nitro-5-heptanone, 2 g p-toluenesulfonic acid, 100 ml ethylene glycol and 400 ml of cyclohexane. The mixture was allowed to reflux overnight, then concentrated in vacuo. Dil NaHCO3 solution was added to the residue and extracted with methylene chloride. The organic layer was backwashed with water, dried over anh MgSO4, filtered and concentrated under reduced pressur... The solvent is C1CCCCC1 (cyclohexane). The product is C1COC(CCC(CC2=CC(=C(C=C2)OC)OC)[N+](=O)[O-])(CCC2=CC=C(C=C2)Cl)O1 (1-(3',4'-Dimethoxyphenyl)-7-(4'-chlorophenyl)-2-nitro-5-heptanone ethylene ketal). RXN SMILES: [CH3:1][O:2][C:3]1[CH:4]=[C:5]([CH2:11][CH:12]([N+:26]([O-:28])=[O:27])[CH2:13][CH2:14][C:15](=[O:25])[CH2:16][CH2:17][C:18]2[CH:23]=[CH:22][C:21]([Cl:24])=[CH:20][CH:19]=2)[CH:6]=[CH:7][C:8]=1[O:9][CH3:10].C1(C)C=CC(S(O)(=O)=O)=CC=1.[CH2:40](O)[CH2:41][OH:42]>C1CCCCC1>[CH2:41]1[O:42][C:15]([CH2:16][CH2:17][C:18]2[CH:23]=[CH:22][C:21]([Cl:24])=[CH:20][CH:19]=2)([CH2:14][CH2:13][CH:12]([N+:26]([O-:28])=[O:27])[CH2:11][C:5]2[CH:6]=[CH:7][C:8]([O:9][CH3:10])=[C:3]([O:2][CH3:1])[CH:4]=2)[O:25][CH2:40]1. Yield: 91.0%. Reaction SMILES: [F:1][B-:2]([F:5])([F:4])[F:3].[CH2:6]([O+](CC)CC)[CH3:7].[C:13]1([C:19]2([C:40]3[CH:45]=[CH:44][CH:43]=[CH:42][CH:41]=3)[CH:27]3[CH:23]([CH2:24][N:25]([C:28](=[O:38])[CH2:29][C:30]4[CH:35]=[CH:34][CH:33]=[CH:32][C:31]=4[O:36][CH3:37])[CH2:26]3)[C:22](=[O:39])[CH2:21][CH2:20]2)[CH:18]=[CH:17][CH:16]=[CH:15][CH:14]=1.CCOCC>ClCCl>[F:1][B-:2]([F:5])([F:4])[F:3].[CH2:6]([O:38][C:28](=[N+:25]1[CH2:24][CH:23]2[CH:27]([C:19]([C:13]3[CH:18]=[CH:17][CH:16]=[CH:15][CH:14]=3)([C:40]3[CH:41]=[CH:42][CH:43]=[CH:44][CH:45]=3)[CH2:20][CH2:21][C:22]2=[O:39])[CH2:26]1)[CH2:29][C:30]1[CH:35]=[CH:34][CH:33]=[CH:32][C:31]=1[O:36][CH3:37])[CH3:7] |f:0.1,5.6|. Starting materials: F[B-](F)(F)F.C(C)[O+](CC)CC (Triethyloxonium tetrafluoroborate), C1(=CC=CC=C1)C1(CCC(C2CN(CC12)C(CC1=C(C=CC=C1)OC)=O)=O)C1=CC=CC=C1 ((3aRS,7aRS)-7,7-diphenyl-2-[(2-methoxyphenyl)acetyl]perhydro-4-isoindolone), CCOCC (ether). Procedure details: Triethyloxonium tetrafluoroborate (2.35 g) is added to a solution of (3aRS,7aRS)-7,7-diphenyl-2-[(2-methoxyphenyl)acetyl]perhydro-4-isoindolone (5 g) in dichloromethane (10 cc). The reaction mixture is left stirring for 20 hours at room temperature; it is then treated with ether (100 cc) and the precipitate obtained is drained, washed with ether (100 cc) and dried. (3aRS,7aRS)-2-[1-Ethoxy-2-(2-methoxyphenyl)ethylidene]-4-oxo-7,7-diphenylperhydroisoindolium tetrafluoroborate (5.75 g) is obtained ... Product: F[B-](F)(F)F.C(C)OC(CC1=C(C=CC=C1)OC)=[N+]1CC2C(CCC(C2C1)=O)(C1=CC=CC=C1)C1=CC=CC=C1 ((3aRS,7aRS)-2-[1-Ethoxy-2-(2-methoxyphenyl)ethylidene]-4-oxo-7,7-diphenylperhydroisoindolium tetrafluoroborate). Reaction conditions: time 20 hour. The solvent is ClCCl (dichloromethane). Reactants: COCCBr, CCO, Nc1ccccc1S, [Na+], [OH-]. Yields the product COCCSc1ccccc1N. As a reaction SMILES: [Br:11][CH2:12][CH2:13][O:14][CH3:15].[CH3:16][CH2:17][OH:18].[NH2:1][c:2]1[c:3]([SH:8])[cH:4][cH:5][cH:6][cH:7]1.[Na+:10].[OH-:9]>>[NH2:1][c:2]1[c:3]([S:8][CH2:12][CH2:13][O:14][CH3:15])[cH:4][cH:5][cH:6][cH:7]1. The reactants are FC(C=1C(=NC=CC1)C(=O)O)(F)F (3-(trifluoromethyl)pyridine-2-carboxylic acid), C(C(=O)Cl)(=O)Cl (oxalyl chloride), NC=1C=C(OC=2C=CC=3N(C2)C=C(N3)NC(=O)C3CC3)C=CC1 (N-[6-(3-Aminophenoxy)imidazo[1,2-a]pyridin-2-yl]cyclopropanecarboxamide). Reagents/catalysts: CN(C=O)C (N,N-dimethylformamide). Solvent: O1CCCC1 (tetrahydrofuran), C(O)([O-])=O.[Na+] (sodium hydrogen carbonate). Reaction conditions: time 3 hour. Yields the product C1(CC1)C(=O)NC=1N=C2N(C=C(C=C2)OC=2C=C(C=CC2)NC(=O)C2=NC=CC=C2C(F)(F)F)C1 (N-[3-({2-[(cyclopropylcarbonyl)amino]imidazo[1,2-a]pyridin-6-yl}oxy)phenyl]-3-(trifluoromethyl)pyridine-2-carboxamide). Yield: 70.4%. RXN SMILES: [F:1][C:2]([F:13])([F:12])[C:3]1[C:4]([C:9]([OH:11])=O)=[N:5][CH:6]=[CH:7][CH:8]=1.C(Cl)(=O)C(Cl)=O.[NH2:20][C:21]1[CH:22]=[C:23]([CH:40]=[CH:41][CH:42]=1)[O:24][C:25]1[CH:26]=[CH:27][C:28]2[N:29]([CH:31]=[C:32]([NH:34][C:35]([CH:37]3[CH2:39][CH2:38]3)=[O:36])[N:33]=2)[CH:30]=1>O1CCCC1.CN(C)C=O.C(=O)([O-])O.[Na+]>[CH:37]1([C:35]([NH:34][C:32]2[N:33]=[C:28]3[CH:27]=[CH:26][C:25]([O:24][C:23]4[CH:22]=[C:21]([NH:20][C:9]([C:4]5[C:3]([C:2]([F:1])([F:13])[F:12])=[CH:8][CH:7]=[CH:6][N:5]=5)=[O:11])[CH:42]=[CH:41][CH:40]=4)=[CH:30][N:29]3[CH:31]=2)=[O:36])[CH2:38][CH2:39]1 |f:5.6|. Procedure details: To a solution of 3-(trifluoromethyl)pyridine-2-carboxylic acid (47.5 mg, 0.249 mmol) in tetrahydrofuran (5 mL) were added N,N-dimethylformamide (2 drops) and oxalyl chloride (43.2 μL, 0.498 mmol), and the mixture was stirred at room temperature for 3 hr. The reaction mixture was concentrated under reduced pressure, the residue was dissolved in N,N-dimethylacetamide (6 mL), and the solution was stirred at room temperature. N-[6-(3-Aminophenoxy)imidazo[1,2-a]pyridin-2-yl]cyclopropanecarboxamide (6... Starting materials: COC1=CC2=C(C=CC(O2)=O)C=C1 (7-methoxy-2H-1-benzopyran-2-one), Cl (Hydrochloride), C(C)(C)O (isopropanol), C(C)O (ethanol), C1(=CC=CC=C1)C1CCNCC1 (4-phenylpiperidine), C(C)(C)O (isopropanol). Product: COC1=CC2=C(C=CC(O2)=O)C=C1OCCCN1CCC(CC1)C1=CC=CC=C1 (7-methoxy-6-[3-(4-phenyl-1-piperidinyl)propoxy]-2H-1-benzopyran-2-one). Yield: 55.0%. RXN SMILES: [CH3:1][O:2][C:3]1[CH:13]=[CH:12][C:6]2[CH:7]=[CH:8][C:9](=[O:11])[O:10][C:5]=2[CH:4]=1.[C:14]1([CH:20]2[CH2:25][CH2:24][NH:23][CH2:22][CH2:21]2)[CH:19]=[CH:18][CH:17]=[CH:16][CH:15]=1.[CH:26]([OH:29])([CH3:28])C.Cl.[CH2:31](O)C>>[CH3:1][O:2][C:3]1[C:13]([O:29][CH2:26][CH2:28][CH2:31][N:23]2[CH2:22][CH2:21][CH:20]([C:14]3[CH:19]=[CH:18][CH:17]=[CH:16][CH:15]=3)[CH2:25][CH2:24]2)=[CH:12][C:6]2[CH:7]=[CH:8][C:9](=[O:11])[O:10][C:5]=2[CH:4]=1. Reported procedure: Method A (4 h at 80° C.); starting materials: 6-[3-methanesulfonyloxy)propoxy]-7-methoxy-2H-1-benzopyran-2-one (example 67) and 4-phenylpiperidine; yield 55%; fusion point 123°-125° C. (from isopropanol). Hydrochloride: method G; yield 96%; fusion point 212°-215° C. (from isopropanol and ethanol). The reactants are O=C([O-])O, CC(C)CCOCCCCCCOCCCCCCO, BrCc1ccc2c(c1)OCO2, [Na+], c1ccncc1. The product is CC(C)CCOCCCCCCOCCCCCCOCc1ccc2c(c1)OCO2. As a reaction SMILES: [C:32](=[O:33])([OH:34])[O-:35].[CH2:1]([CH2:2][CH:3]([CH3:4])[CH3:5])[O:6][CH2:7][CH2:8][CH2:9][CH2:10][CH2:11][CH2:12][O:13][CH2:14][CH2:15][CH2:16][CH2:17][CH2:18][CH2:19][OH:20].[CH2:21]([c:22]1[cH:23][c:24]2[c:28]([cH:29][cH:30]1)[O:27][CH2:26][O:25]2)[Br:31].[Na+:36].[cH:37]1[cH:38][cH:39][n:40][cH:41][cH:42]1>>[CH2:1]([CH2:2][CH:3]([CH3:4])[CH3:5])[O:6][CH2:7][CH2:8][CH2:9][CH2:10][CH2:11][CH2:12][O:13][CH2:14][CH2:15][CH2:16][CH2:17][CH2:18][CH2:19][O:20][CH2:21][c:22]1[cH:23][c:24]2[c:28]([cH:29][cH:30]1)[O:27][CH2:26][O:25]2. Starting materials: solid, Cl.Cl.O1C=C(C=C2C1=CC=C2)C2N(CCCC2)CC[C@@H]2CC[C@H](CC2)N (trans-4-[2-(4-benzofuran-3-yl-piperidin-1-yl)-ethyl]-cyclohexylamine dihydrochloride), Cl.Cl.O1C=C(C=C2C1=CC=C2)C2N(CCCC2)CC[C@@H]2CC[C@H](CC2)N (trans-4-[2-(4-benzofuran-3-yl-piperidin-1-yl)-ethyl]-cyclohexylamine dihydrochloride), OC1(CC1)C(=O)O (1-hydroxy-cyclopropanecarboxylic acid). The product is O1C=C(C=C2C1=CC=C2)C2N(CCCC2)CC[C@@H]2CC[C@H](CC2)NC(=O)C2(CC2)O (1-Hydroxy-cyclopropanecarboxylic acid trans-{4-[2-(4-benzofuran-3-yl-piperidin-1-yl)-ethyl]-cyclohexyl}-amide). RXN SMILES: Cl.Cl.[O:3]1[C:8]2=[CH:9][CH:10]=[CH:11][C:7]2=[CH:6][C:5]([CH:12]2[CH2:17][CH2:16][CH2:15][CH2:14][N:13]2[CH2:18][CH2:19][C@H:20]2[CH2:25][CH2:24][C@H:23]([NH2:26])[CH2:22][CH2:21]2)=[CH:4]1.[OH:27][C:28]1([C:31](O)=[O:32])[CH2:30][CH2:29]1>>[O:3]1[C:8]2=[CH:9][CH:10]=[CH:11][C:7]2=[CH:6][C:5]([CH:12]2[CH2:17][CH2:16][CH2:15][CH2:14][N:13]2[CH2:18][CH2:19][C@H:20]2[CH2:21][CH2:22][C@H:23]([NH:26][C:31]([C:28]3([OH:27])[CH2:30][CH2:29]3)=[O:32])[CH2:24][CH2:25]2)=[CH:4]1 |f:0.1.2|. Procedure details: The title compound, white solid (67 mg, 65%), MS (ISP) m/z=411.3 [(M+H)+], mp 200° C., was prepared in accordance with the general method of example 1 from trans-4-[2-(4-benzofuran-3-yl-piperidin-1-yl)-ethyl]-cyclohexylamine dihydrochloride (intermediate A) (100 mg, 0.25 mmol) and 1-hydroxy-cyclopropanecarboxylic acid.